This data is from the Open Reaction Database (ORD), a public repository of structured organic reaction records. The task is: describe an organic reaction: reactants, conditions, products, and yield Reactants: COC=1C=C2C(=CN(C2=CC1OC)CCCN1CCN(CCC1)C)C1=CC=2C(=NC=CC2)N1 (2-{5,6-Dimethoxy-1-[3-(4-methylperhydro-1,4-diazepin-1-yl)propyl]-1H-indol-3-yl}-1H-pyrrolo[2,3-b]pyridine), FC(C(=O)O)(F)F.COC=1C=C2C(=CN(C2=CC1OC)CCCN1CCN(CCC1)C)C1=CC=2C(=NC=CC2)N1S(=O)(=O)C1=CC=C(C=C1)C (2-{5,6-dimethoxy-1-[3-(4-methylperhydro-1,4-diazepin-1-yl)propyl]-1H-indol-3-yl}-1-(toluene-4-sulfonyl)-1H-pyrrolo[2,3-b]pyridine trifluoroacetate). Yields the product FC(C(=O)O)(F)F.COC=1C=C2C(=CN(C2=CC1OC)CCCN1CCN(CCC1)C)C1=CC=2C(=NC=CC2)N1 (2-{5,6-dimethoxy-1-[3-(4-methylperhydro-1,4-diazepin-1-yl)propyl]-1H-indol-3-yl}-1H-pyrrolo[2,3-b]pyridine trifluoroacetate). The yield is 45.0%. RXN SMILES: [CH3:1][O:2][C:3]1[CH:4]=[C:5]2[C:9](=[CH:10][C:11]=1[O:12][CH3:13])[N:8]([CH2:14][CH2:15][CH2:16][N:17]1[CH2:23][CH2:22][CH2:21][N:20]([CH3:24])[CH2:19][CH2:18]1)[CH:7]=[C:6]2[C:25]1[NH:33][C:28]2=[N:29][CH:30]=[CH:31][CH:32]=[C:27]2[CH:26]=1.[F:34][C:35]([F:40])([F:39])[C:36]([OH:38])=[O:37].COC1C=C2C(=CC=1OC)N(CCCN1CCCN(C)CC1)C=C2C1N(S(C2C=CC(C)=CC=2)(=O)=O)C2=NC=CC=C2C=1>>[F:34][C:35]([F:40])([F:39])[C:36]([OH:38])=[O:37].[CH3:1][O:2][C:3]1[CH:4]=[C:5]2[C:9](=[CH:10][C:11]=1[O:12][CH3:13])[N:8]([CH2:14][CH2:15][CH2:16][N:17]1[CH2:23][CH2:22][CH2:21][N:20]([CH3:24])[CH2:19][CH2:18]1)[CH:7]=[C:6]2[C:25]1[NH:33][C:28]2=[N:29][CH:30]=[CH:31][CH:32]=[C:27]2[CH:26]=1 |f:1.2,3.4|. Procedure: 2-{5,6-Dimethoxy-1-[3-(4-methylperhydro-1,4-diazepin-1-yl)propyl]-1H-indol-3-yl}-1H-pyrrolo[2,3-b]pyridine can be prepared in the same way as above (example 82a), but using 2-{5,6-dimethoxy-1-[3-(4-methylperhydro-1,4-diazepin-1-yl)propyl]-1H-indol-3-yl}-1-(toluene-4-sulfonyl)-1H-pyrrolo[2,3-b]pyridine trifluoroacetate, (0.053 g, 63.9 μmol). 2-{5,6-dimethoxy-1-[3-(4-methylperhydro-1,4-diazepin-1-yl)propyl]-1H-indol-3-yl}-1H-pyrrolo[2,3-b]pyridine trifluoroacetate (0.023 g, 45%) is thus obtained, ... The reactants are ClC1=CC=C(C=C1)CC(=O)O (4-chlorophenylacetic acid), Cl.C(C(C)C)OC([C@@H](N)C)=O (L-alanine iso-butyl ester hydrochloride). The product is C(C(C)C)OC([C@@H](NC(CC1=CC=C(C=C1)Cl)=O)C)=O (N-[(4-chlorophenyl)acetyl]-L-alanine iso-butyl ester). Reaction SMILES: [Cl:1][C:2]1[CH:7]=[CH:6][C:5]([CH2:8][C:9]([OH:11])=O)=[CH:4][CH:3]=1.Cl.[CH2:13]([O:17][C:18](=[O:22])[C@H:19]([CH3:21])[NH2:20])[CH:14]([CH3:16])[CH3:15]>>[CH2:13]([O:17][C:18](=[O:22])[C@H:19]([CH3:21])[NH:20][C:9](=[O:11])[CH2:8][C:5]1[CH:4]=[CH:3][C:2]([Cl:1])=[CH:7][CH:6]=1)[CH:14]([CH3:16])[CH3:15] |f:1.2|. Reported procedure: Following General Procedure BB and using 4-chlorophenylacetic acid (Aldrich) and L-alanine iso-butyl ester hydrochloride (from Example BB above), the title compound was prepared as a solid having a melting point of 111°-113° C. The reaction was monitored by tlc on silica gel and purification was by extraction with Et2O followed by washes with aqueous K2CO3 and aqueous HCl. Starting materials: BrC1=CC2=C(C(=NC3=CC=NC(=C23)OCCCC)O)C=C1 (9-bromo-1-butoxybenzo[c]-1,6-naphthyridin-6-ol), CN1N=CC(=C1)B1OC(C(O1)(C)C)(C)C (1-methyl-4-(4,4,5,5-tetramethyl-1,3,2-dioxaborolan-2-yl)-1H-pyrazole), [Cl-].[Li+] (lithium chloride), C([O-])([O-])=O.[Na+].[Na+] (sodium carbonate). The reagents and catalysts are C=1C=CC(=CC1)[P](C=2C=CC=CC2)(C=3C=CC=CC3)[Pd]([P](C=4C=CC=CC4)(C=5C=CC=CC5)C=6C=CC=CC6)([P](C=7C=CC=CC7)(C=8C=CC=CC8)C=9C=CC=CC9)[P](C=1C=CC=CC1)(C=1C=CC=CC1)C=1C=CC=CC1 (tetrakis(triphenylphosphine)palladium). The solvent is CN(C)C=O (DMF), O (water). Reaction conditions: temperature 135 celsius, time 2 hour. The product is C(CCC)OC1=C2C3=C(C(=NC2=CC=N1)O)C=CC(=C3)C=3C=NN(C3)C (1-butoxy-9-(1-methyl-1H-pyrazol-4-yl)benzo[c]-1,6-naphthyridin-6-ol). As a reaction SMILES: Br[C:2]1[CH:21]=[CH:20][C:5]2[C:6]([OH:19])=[N:7][C:8]3[C:13]([C:4]=2[CH:3]=1)=[C:12]([O:14][CH2:15][CH2:16][CH2:17][CH3:18])[N:11]=[CH:10][CH:9]=3.[CH3:22][N:23]1[CH:27]=[C:26](B2OC(C)(C)C(C)(C)O2)[CH:25]=[N:24]1.[Cl-].[Li+].C(=O)([O-])[O-].[Na+].[Na+]>CN(C=O)C.C1C=CC([P]([Pd]([P](C2C=CC=CC=2)(C2C=CC=CC=2)C2C=CC=CC=2)([P](C2C=CC=CC=2)(C2C=CC=CC=2)C2C=CC=CC=2)[P](C2C=CC=CC=2)(C2C=CC=CC=2)C2C=CC=CC=2)(C2C=CC=CC=2)C2C=CC=CC=2)=CC=1.O>[CH2:15]([O:14][C:12]1[N:11]=[CH:10][CH:9]=[C:8]2[C:13]=1[C:4]1[CH:3]=[C:2]([C:26]3[CH:25]=[N:24][N:23]([CH3:22])[CH:27]=3)[CH:21]=[CH:20][C:5]=1[C:6]([OH:19])=[N:7]2)[CH2:16][CH2:17][CH3:18] |f:2.3,4.5.6,^1:53,55,74,93|. Procedure details: To a mixture of 9-bromo-1-butoxybenzo[c]-1,6-naphthyridin-6-ol (251 mg, 0.723 mmol), 1-methyl-4-(4,4,5,5-tetramethyl-1,3,2-dioxaborolan-2-yl)-1H-pyrazole (256 mg, 1.229 mmol), lithium chloride (184 mg, 4.34 mmol), and tetrakis(triphenylphosphine)palladium (251 mg, 0.217 mmol) in DMF (7229 μl) in a sealed tube, sodium carbonate (3615 μl, 7.23 mmol, 2 M) was added, and the reaction mixture was heated to 135° C. After 2 h, the reaction mixture was allowed to cool to room temperature and poured into... Starting materials: CC(=O)OC(C)=O, CCOC(C)=O, O=CO, CCOC(=O)Cc1cccc(N)n1, O. The product is CCOC(=O)Cc1cccc(NC=O)n1. As a reaction SMILES: [CH3:1][C:2](=[O:3])[O:4][C:5](=[O:6])[CH3:7].[CH3:25][CH2:26][O:27][C:28](=[O:29])[CH3:30].[CH:8]([OH:9])=[O:10].[NH2:11][c:12]1[cH:13][cH:14][cH:15][c:16]([CH2:18][C:19](=[O:20])[O:21][CH2:22][CH3:23])[n:17]1.[OH2:24]>>[CH:2](=[O:3])[NH:11][c:12]1[cH:13][cH:14][cH:15][c:16]([CH2:18][C:19](=[O:20])[O:21][CH2:22][CH3:23])[n:17]1. The reactants are Cl (HCl), NC1=NC(=C(C(=N1)NCCCC)CC=1C=C(C=CC1OC)CC(=O)O)C (2-(3-((2-Amino-4-(butylamino)-6-methylpyrimidin-5-yl)methyl)-4-methoxyphenyl)acetic acid), O1CCOCC1 (dioxane). Run in CO (MeOH). Run at temperature 60 celsius. Product: NC1=NC(=C(C(=N1)NCCCC)CC=1C=C(C=CC1OC)CC(=O)OC)C (Methyl 2-(3-((2-amino-4-(butylamino)-6-methylpyrimidin-5-yl)methyl)-4-methoxyphenyl)acetate). As a reaction SMILES: Cl.[NH2:2][C:3]1[N:8]=[C:7]([NH:9][CH2:10][CH2:11][CH2:12][CH3:13])[C:6]([CH2:14][C:15]2[CH:16]=[C:17]([CH2:23][C:24]([OH:26])=[O:25])[CH:18]=[CH:19][C:20]=2[O:21][CH3:22])=[C:5]([CH3:27])[N:4]=1.O1CCOC[CH2:29]1>CO>[NH2:2][C:3]1[N:8]=[C:7]([NH:9][CH2:10][CH2:11][CH2:12][CH3:13])[C:6]([CH2:14][C:15]2[CH:16]=[C:17]([CH2:23][C:24]([O:26][CH3:29])=[O:25])[CH:18]=[CH:19][C:20]=2[O:21][CH3:22])=[C:5]([CH3:27])[N:4]=1. Procedure details: 4M HCl in dioxane (1 mL) was added to a stirred suspension of the product from step (iv) (650 mg) in MeOH (2 mL). The suspension was heated at 60° C. for 2 h. The solvent was evaporated under reduced pressure to give the subtitle compound as a brown solid, 630 mg.